From a dataset of the Open Reaction Database (ORD), a public repository of structured organic reaction records. describe an organic reaction: reactants, conditions, products, and yield The reactants are N1C(C2(C3=CC=CC=C13)COC1=CC3=C(OCCO3)C=C12)=O (2,3-dihydrospiro[furo[2,3-g][1,4]benzodioxine-8,3′-indol]-2′(1′H)-one), BrCCCCC (1-bromopentane), N1C([C@]2(C3=CC=CC=C13)COC1=CC3=C(OCCO3)C=C12)=O ((S)-2,3-dihydrospiro[furo[2,3-g][1,4]benzodioxine-8,3′-indol]-2′(1′H)-one), ClCC=1C=C(C=CC1)S(=O)(=O)N1CCOCC1 (4-(3-(chloromethyl)phenylsulfonyl)morpholine). Product: N1(CCOCC1)S(=O)(=O)C=1C=C(CN2C(C3(C4=CC=CC=C24)COC2=CC4=C(OCCO4)C=C23)=O)C=CC1 (1′-[3-(morpholin-4-ylsulfonyl)benzyl]-2,3-dihydrospiro[furo[2,3-g][1,4]benzodioxine-8,3′-indol]-2′(1′H)-one). RXN SMILES: [NH:1]1[C:9]2[C:4](=[CH:5][CH:6]=[CH:7][CH:8]=2)[C:3]2([C:21]3[C:12](=[CH:13][C:14]4[O:19][CH2:18][CH2:17][O:16][C:15]=4[CH:20]=3)[O:11][CH2:10]2)[C:2]1=[O:22].N1C2C(=CC=CC=2)[C@@]2(C3C(=CC4OCCOC=4C=3)OC2)C1=O.Cl[CH2:46][C:47]1[CH:48]=[C:49]([S:53]([N:56]2[CH2:61][CH2:60][O:59][CH2:58][CH2:57]2)(=[O:55])=[O:54])[CH:50]=[CH:51][CH:52]=1.BrCCCCC>>[N:56]1([S:53]([C:49]2[CH:48]=[C:47]([CH:52]=[CH:51][CH:50]=2)[CH2:46][N:1]2[C:9]3[C:4](=[CH:5][CH:6]=[CH:7][CH:8]=3)[C:3]3([C:21]4[C:12](=[CH:13][C:14]5[O:19][CH2:18][CH2:17][O:16][C:15]=5[CH:20]=4)[O:11][CH2:10]3)[C:2]2=[O:22])(=[O:54])=[O:55])[CH2:57][CH2:58][O:59][CH2:60][CH2:61]1. Reported procedure: Following the procedure as described in EXAMPLE 7.3 and making non-critical variations using 2,3-dihydrospiro[furo[2,3-g][1,4]benzodioxine-8,3′-indol]-2′(1′H)-one to replace (S)-2,3-dihydrospiro[furo[2,3-g][1,4]benzodioxine-8,3′-indol]-2′(1′H)-one, and 4-(3-(chloromethyl)phenylsulfonyl)morpholine to replace 1-bromopentane, 1′-[3-(morpholin-4-ylsulfonyl)benzyl]-2,3-dihydrospiro[furo[2,3-g][1,4]benzodioxine-8,3′-indol]-2′(1′H)-one was obtained (40%) as a colorless solid: 1H NMR (300 MHz, DMSO-d6) ...